This data is from the Open Reaction Database (ORD), a public repository of structured organic reaction records. The task is: describe an organic reaction: reactants, conditions, products, and yield The reactants are C(C)(C)(C)OC(=O)C1(C(C=CC1=O)CC(=O)OC)C\C=C/CC (5-tert-butoxycarbonyl-4-methoxycarbonylmethyl-5-(cis-2-pentenyl)-2-cyclopentenone), C(C)(C)(C)OC(=O)C1(C(C=CC1=O)CC(=O)OC)C\C=C/CC (5-tert-butoxycarbonyl-4-methoxycarbonylmethyl-5-(cis-2-pentenyl)-2-cyclopentenone), [BH4-].[Na+] (sodium borohydride). The product is COC(=O)C1(C(CCC1CC(=O)OC)O)C\C=C/CC (2-methoxycarbonyl-3-methoxycarbonylmethyl-2-(cis-2-pentenyl)-cyclopentanol). Reported procedure: A 220 mg quantity of 5-methoxycarbonyl-4-methoxycarbonylmethyl-5-(cis-2-pentenyl)-2-cyclopentenone (compound (2-b)) and 60 mg of sodium borohydride are dissolved in 50 ml of methanol, and the solution is refluxed for one hour. The same procedure as in Example 1 is thereafter repeated, affording 2-methoxycarbonyl-3-methoxycarbonylmethyl-2-(cis-2-pentenyl)-cyclopentanol (compound (1-b), R1 =R2 =CH3) in a yield of 94.7%, b.p. 74°-78° C./0.01 mm Hg. As a reaction SMILES: [C:1]([O:5][C:6]([C:8]1([CH2:19]/[CH:20]=[CH:21]\[CH2:22][CH3:23])[C:12](=[O:13])[CH:11]=[CH:10][CH:9]1[CH2:14][C:15]([O:17][CH3:18])=[O:16])=[O:7])(C)(C)C.[BH4-].[Na+]>CO>[CH3:1][O:5][C:6]([C:8]1([CH2:19]/[CH:20]=[CH:21]\[CH2:22][CH3:23])[CH:9]([CH2:14][C:15]([O:17][CH3:18])=[O:16])[CH2:10][CH2:11][CH:12]1[OH:13])=[O:7] |f:1.2|. The solvent is CO (methanol). Reactants: [H-].[Na+] (sodium hydride), CN(C)C=O (DMF), [Na+].[Cl-] (NaCl), COC=1C=C(C=CC1)O (3-methoxyphenol), CN(C)C=O (DMF), ClCCCI (1-chloro-3-iodopropane). Run in O (water). Run at time 1 hour. The product is ClCCCOC1=CC(=CC=C1)OC.COC=1C=C(OCCCNC)C=CC1 ((3-(3-Methoxyphenoxy)propyl)methylamine 3-Chloro-1-(3-methoxyphenoxy)propane). Reaction SMILES: [CH3:1][O:2][C:3]1[CH:4]=[C:5]([OH:9])[CH:6]=[CH:7][CH:8]=1.[H-].[Na+].[Cl:12][CH2:13][CH2:14][CH2:15]I.[Na+].[Cl-].[CH3:19][N:20]([CH:22]=O)C>O>[Cl:12][CH2:13][CH2:14][CH2:15][O:9][C:5]1[CH:6]=[CH:7][CH:8]=[C:3]([O:2][CH3:1])[CH:4]=1.[CH3:1][O:2][C:3]1[CH:4]=[C:5]([CH:6]=[CH:7][CH:8]=1)[O:9][CH2:13][CH2:14][CH2:22][NH:20][CH3:19] |f:1.2,4.5,8.9|. Procedure details: Under a nitrogen atmosphere, a solution of 3-methoxyphenol (2.00 g, 16.11 mmol) in DMF (10 mL) was slowly added over 5 min to a cold (0-5° C.), stirring slurry of sodium hydride (0.70 g of an 80% dispersion in mineral oil, 23.33 mmol) in DMF (15 mL). The mixture was allowed to warm to ambient temperature and further stirred for 1 h. To this slurry was added drop-wise over 5 min, 1-chloro-3-iodopropane (3.95 g, 19.32 mmol), and the resulting brown mixture was stirred at ambient temperature for 4 ...